Dataset: the Open Reaction Database (ORD), a public repository of structured organic reaction records. Task: describe an organic reaction: reactants, conditions, products, and yield Starting materials: COC(=O)C1=NC=CN=C1 (pyrazine-2-carboxylic acid methyl ester), O.NN (hydrazine hydrate), resultant solution. Run in CCO (EtOH). Product: N1=C(C=NC=C1)C(=O)NN (Pyrazine-2-carboxylic acid hydrazide). Yield: 100.5%. RXN SMILES: C[O:2][C:3]([C:5]1[CH:10]=[N:9][CH:8]=[CH:7][N:6]=1)=O.O.[NH2:12][NH2:13]>CCO>[N:6]1[CH:7]=[CH:8][N:9]=[CH:10][C:5]=1[C:3]([NH:12][NH2:13])=[O:2] |f:1.2|. Procedure: To a stirred solution of pyrazine-2-carboxylic acid methyl ester (11.1 g, 80 mmol) in 140 mL of EtOH was added hydrazine hydrate (15.6 mL, 320 mmol). The resultant solution was heated to reflux for 2 h. The solvent was removed under reduced pressure and dried under high vacuum to yield the title amide (11.1 g, 100%) as a white solid. The product was used in subsequent steps without purification. 1H NMR (d6-DMSO δ 10.1, br s, 1H; δ 9.12, d, 1H; δ 8.83, d, 1H; δ 8.70, dd, 1H; δ 4.64, br s, 2H), LC... The reactants are O1C(CCCC1)N1N=C(C2=CC(=CC=C12)C1=NN(C=N1)C(C1=CC=CC=C1)(C1=CC=CC=C1)C1=CC=CC=C1)C=1C=C(C(=O)OC)C=CC1 (methyl 3-{1-perhydro-2H-pyran-2-yl-5-[1-(triphenylmethyl) (1,2,4-triazol-3-yl)]-1H-indazol-3-yl}benzoate), O.[OH-].[Li+] (lithium hydroxide monohydrate), C(C)(C)(C)N (tert-butylamine), O.ON1N=NC2=C1C=CC=C2 (1-hydroxybenzotriazole hydrate), Cl.CN(CCCN=C=NCC)C (1-(3-dimethylaminopropyl)-3-ethylcarbodiimide hydrochloride). Solvent: O1CCCC1.O (tetrahydrofuran water), O1CCCC1 (tetrahydrofuran). Reaction conditions: temperature 60 celsius, time 18 hour. Yields the product C(C)(C)(C)NC(=O)C1=CC(=CC=C1)C1=NN(C2=CC=C(C=C12)C1=NN(C=N1)C(C1=CC=CC=C1)(C1=CC=CC=C1)C1=CC=CC=C1)C1OCCCC1 (N-(Tert-Butyl)(3-{1-perhydro-2H-pyran-2-yl-5-[1-(triphenylmethyl)(1,2,4-triazol-3-yl)](1H-indazol-3-yl)}phenyl)carboxamide). The yield is 78.6%. Reaction SMILES: [O:1]1[CH2:6][CH2:5][CH2:4][CH2:3][CH:2]1[N:7]1[C:15]2[C:10](=[CH:11][C:12]([C:16]3[N:20]=[CH:19][N:18]([C:21]([C:34]4[CH:39]=[CH:38][CH:37]=[CH:36][CH:35]=4)([C:28]4[CH:33]=[CH:32][CH:31]=[CH:30][CH:29]=4)[C:22]4[CH:27]=[CH:26][CH:25]=[CH:24][CH:23]=4)[N:17]=3)=[CH:13][CH:14]=2)[C:9]([C:40]2[CH:41]=[C:42]([CH:47]=[CH:48][CH:49]=2)[C:43](OC)=[O:44])=[N:8]1.O.[OH-].[Li+].[C:53]([NH2:57])([CH3:56])([CH3:55])[CH3:54].O.ON1C2C=CC=CC=2N=N1.Cl.CN(C)CCCN=C=NCC>O1CCCC1.O1CCCC1.O>[C:53]([NH:57][C:43]([C:42]1[CH:47]=[CH:48][CH:49]=[C:40]([C:9]2[C:10]3[C:15](=[CH:14][CH:13]=[C:12]([C:16]4[N:20]=[CH:19][N:18]([C:21]([C:28]5[CH:29]=[CH:30][CH:31]=[CH:32][CH:33]=5)([C:22]5[CH:23]=[CH:24][CH:25]=[CH:26][CH:27]=5)[C:34]5[CH:35]=[CH:36][CH:37]=[CH:38][CH:39]=5)[N:17]=4)[CH:11]=3)[N:7]([CH:2]3[CH2:3][CH2:4][CH2:5][CH2:6][O:1]3)[N:8]=2)[CH:41]=1)=[O:44])([CH3:56])([CH3:55])[CH3:54] |f:1.2.3,5.6,7.8,10.11|. Reported procedure: To a stirred solution of methyl 3-{1-perhydro-2H-pyran-2-yl-5-[1-(triphenylmethyl) (1,2,4-triazol-3-yl)]-1H-indazol-3-yl}benzoate (0.400 g, 0.619 mmol) in a tetrahydrofuran/water mixture (2.50 mL/1.00 mL) was added lithium hydroxide monohydrate (0.0780 g, 1.86 mmol) and the mixture heated at 60° C. for 21 h. To this mixture was added tetrahydrofuran (2.00 mL), tert-butylamine (0.195 mL, 1.86 mmol), 1-hydroxybenzotriazole hydrate (0.251 g, 1.86 mmol) and 1-(3-dimethylaminopropyl)-3-ethylcarbodiim...